This data is from the Open Reaction Database (ORD), a public repository of structured organic reaction records. The task is: describe an organic reaction: reactants, conditions, products, and yield Starting materials: [OH-].[Na+] (sodium hydroxide), C(C)(C)(C)O[C@H](C(=O)OC(C)C)C=1C(=NC(=C(C1N1CC(C1)(F)F)C1=CC=C(C=C1)OCCC1=CC=C(C=C1)F)C)C ((S)-isopropyl 2-(tert-butoxy)-2-(4-(3,3-difluoroazetidin-1-yl)-5-(4-(4-fluorophenethoxy)phenyl)-2,6-dimethylpyridin-3-yl)acetate), Cl (HCl). Run in C(C)O (ethanol). Run at temperature 90 celsius, time 18 hour. The product is C(C)(C)(C)O[C@H](C(=O)O)C=1C(=NC(=C(C1N1CC(C1)(F)F)C1=CC=C(C=C1)OCCC1=CC=C(C=C1)F)C)C ((S)-2-(tert-butoxy)-2-(4-(3,3-difluoroazetidin-1-yl)-5-(4-(4-fluorophenethoxy)phenyl)-2,6-dimethylpyridin-3-yl)acetic acid). Yield: 94.2%. Reaction SMILES: [OH-].[Na+].[C:3]([O:7][C@@H:8]([C:15]1[C:16]([CH3:44])=[N:17][C:18]([CH3:43])=[C:19]([C:27]2[CH:32]=[CH:31][C:30]([O:33][CH2:34][CH2:35][C:36]3[CH:41]=[CH:40][C:39]([F:42])=[CH:38][CH:37]=3)=[CH:29][CH:28]=2)[C:20]=1[N:21]1[CH2:24][C:23]([F:26])([F:25])[CH2:22]1)[C:9]([O:11]C(C)C)=[O:10])([CH3:6])([CH3:5])[CH3:4].Cl>C(O)C>[C:3]([O:7][C@@H:8]([C:15]1[C:16]([CH3:44])=[N:17][C:18]([CH3:43])=[C:19]([C:27]2[CH:32]=[CH:31][C:30]([O:33][CH2:34][CH2:35][C:36]3[CH:37]=[CH:38][C:39]([F:42])=[CH:40][CH:41]=3)=[CH:29][CH:28]=2)[C:20]=1[N:21]1[CH2:22][C:23]([F:26])([F:25])[CH2:24]1)[C:9]([OH:11])=[O:10])([CH3:6])([CH3:5])[CH3:4] |f:0.1|. Reported procedure: The 0.40 mL of 1M sodium hydroxide (14.78 mg, 0.37 mmol) was added to a solution (S)-isopropyl 2-(tert-butoxy)-2-(4-(3,3-difluoroazetidin-1-yl)-5-(4-(4-fluorophenethoxy)phenyl)-2,6-dimethylpyridin-3-yl)acetate (54 mg, 0.09 mmol) in ethanol (2 mL) and stirred for 18 h at 90° C. The reaction mixture was neutralized with 1N HCl solution, extracted with EtOAc, and the organic layer was washed with brine, and dried (MgSO4). The crude material was purified by prep to afford (S)-2-(tert-butoxy)-2-(4-(3... Starting materials: resultant mixture, C(C)(C)C1=CN=C(S1)C(=O)OCC (ethyl 5-isopropylthiazole-2-carboxylate), [OH-].[Li+] (lithium hydroxide). Run in CO (methanol), O (water). Product: C(C)(C)C1=CN=C(S1)C(=O)O (5-Isopropylthiazole-2-carboxylic acid). Reaction SMILES: [CH:1]([C:4]1[S:8][C:7]([C:9]([O:11]CC)=[O:10])=[N:6][CH:5]=1)([CH3:3])[CH3:2].[OH-].[Li+]>CO.O>[CH:1]([C:4]1[S:8][C:7]([C:9]([OH:11])=[O:10])=[N:6][CH:5]=1)([CH3:3])[CH3:2] |f:1.2|. Procedure details: A solution of ethyl 5-isopropylthiazole-2-carboxylate (example 54, step a) (0.105 g) in methanol (5 mL) was treated with a solution of lithium hydroxide (0.025 g) in water (3 mL) and the resultant mixture was stirred vigorously at 20° C. for 2 hours. The methanol was evaporated off under reduced pressure and the residual aqueous solution was diluted with brine (10 mL). The aqueous layer was washed with ether, then cooled in an ice bath and acidified by dropwise addition of concentrated aqueous h... Reactants: ClC1=CC(=CC=C1)C(=O)OO (m-chloroperbenzoic acid), [Si](C)(C)(C(C)(C)C)OCC1=CC(=C(C2=C(C=CC=C12)C)OCOC)C=O (1-(t-butyldimethylsilyl)oxymethyl-4-methoxymethoxy-5-methyl-3-naphthalenecarbaldehyde). Run in ClCCl (dichloromethane). The product is [Si](C)(C)(C(C)(C)C)OCC1=CC(=C(C2=C(C=CC=C12)C)OCOC)OC (1-(t-butyldimethylsilyl)oxymethyl-3-methoxy-4-methoxymethoxy-5-methylnaphthalene). Isolated yield 72.6%. As a reaction SMILES: ClC1C=CC=C([C:8](OO)=[O:9])C=1.[Si:12]([O:19][CH2:20][C:21]1[C:30]2[C:25](=[C:26]([CH3:31])[CH:27]=[CH:28][CH:29]=2)[C:24]([O:32][CH2:33][O:34][CH3:35])=[C:23](C=O)[CH:22]=1)([C:15]([CH3:18])([CH3:17])[CH3:16])([CH3:14])[CH3:13]>ClCCl>[Si:12]([O:19][CH2:20][C:21]1[C:30]2[C:25](=[C:26]([CH3:31])[CH:27]=[CH:28][CH:29]=2)[C:24]([O:32][CH2:33][O:34][CH3:35])=[C:23]([O:9][CH3:8])[CH:22]=1)([C:15]([CH3:17])([CH3:18])[CH3:16])([CH3:14])[CH3:13]. Procedure: 10.8 g of 80 to 85% m-chloroperbenzoic acid was added to a dichloromethane (130 ml) solution of 10 g of 1-(t-butyldimethylsilyl)oxymethyl-4-methoxymethoxy-5-methyl-3-naphthalenecarbaldehyde and heated for 1 hour under reflux. The reaction solution was washed with a sodium thiosulfate aqueous solution, after which it was further washed with water, a saturated sodium hydrogencarbonate aqueous solution and a saturated saline solution in this order and dried with anhydrous magnesium sulfate, followe...